Dataset: the Open Reaction Database (ORD), a public repository of structured organic reaction records. Task: describe an organic reaction: reactants, conditions, products, and yield Starting materials: C[Si](C)(C)[SiH]([Si](C)(C)C)[Si](C)(C)C, Cc1ccccc1, COC(=O)C1(C)CCC(=O)C(C(=O)c2ccc(C(F)(F)Cl)nc2C)=C1O. Yields the product COC(=O)C1(C)CCC(=O)C(C(=O)c2ccc(C(F)F)nc2C)=C1O. As a reaction SMILES: [CH3:27][Si:28]([SiH:29]([Si:30]([CH3:31])([CH3:32])[CH3:33])[Si:34]([CH3:35])([CH3:36])[CH3:37])([CH3:38])[CH3:39].[CH3:40][c:41]1[cH:42][cH:43][cH:44][cH:45][cH:46]1.[Cl:1][C:2]([c:3]1[cH:4][cH:5][c:6]([C:10](=[O:11])[C:12]2=[C:13]([OH:24])[C:14]([C:19](=[O:20])[O:21][CH3:22])([CH3:23])[CH2:15][CH2:16][C:17]2=[O:18])[c:7]([CH3:9])[n:8]1)([F:25])[F:26]>>[CH:2]([c:3]1[cH:4][cH:5][c:6]([C:10](=[O:11])[C:12]2=[C:13]([OH:24])[C:14]([C:19](=[O:20])[O:21][CH3:22])([CH3:23])[CH2:15][CH2:16][C:17]2=[O:18])[c:7]([CH3:9])[n:8]1)([F:25])[F:26]. Reactants: ClCCl, CCN(C(C)C)C(C)C, CC(C)CON=C(C(=O)O)c1ccc(S(C)(=O)=O)c(Cl)c1, Nc1nc2ccccc2s1. The product is CC(C)CON=C(C(=O)Nc1nc2ccccc2s1)c1ccc(S(C)(=O)=O)c(Cl)c1. RXN SMILES: [CH2:41]([Cl:42])[Cl:43].[CH:32]([N:33]([CH2:34][CH3:35])[CH:36]([CH3:37])[CH3:38])([CH3:39])[CH3:40].[Cl:1][c:2]1[cH:3][c:4]([C:12]([C:13](=[O:14])[OH:15])=[N:16][O:17][CH2:18][CH:19]([CH3:20])[CH3:21])[cH:5][cH:6][c:7]1[S:8](=[O:9])(=[O:10])[CH3:11].[NH2:22][c:23]1[s:24][c:25]2[c:26]([n:27]1)[cH:28][cH:29][cH:30][cH:31]2>>[Cl:1][c:2]1[cH:3][c:4]([C:12]([C:13](=[O:15])[NH:22][c:23]2[s:24][c:25]3[c:26]([n:27]2)[cH:28][cH:29][cH:30][cH:31]3)=[N:16][O:17][CH2:18][CH:19]([CH3:20])[CH3:21])[cH:5][cH:6][c:7]1[S:8](=[O:9])(=[O:10])[CH3:11]. The product is C(C)OC(=O)C=1N=C(SC1)N1C[C@H](CC1)O ((3S)-1-(4-ethoxycarbonyl-1,3-thiazol-2-yl)-3-hydroxypyrrolidine). Conditions: time 8 hour. The yield is 1953.3%. As a reaction SMILES: C([C@H:4]1[CH2:8][CH2:7][N:6]([C:9]2[S:10][CH:11]=[C:12]([C:14]([O:16][CH2:17][CH3:18])=[O:15])[N:13]=2)[CH2:5]1)(=O)C.[O-:19]CC.[Na+].Cl>C(O)C.O1CCOCC1>[CH2:17]([O:16][C:14]([C:12]1[N:13]=[C:9]([N:6]2[CH2:7][CH2:8][C@H:4]([OH:19])[CH2:5]2)[S:10][CH:11]=1)=[O:15])[CH3:18] |f:1.2|. Starting materials: C(C)(=O)[C@@H]1CN(CC1)C=1SC=C(N1)C(=O)OCC ((3S)-3-acetyl-1-(4-ethoxycarbonyl-1,3-thiazol-2-yl)pyrrolidine), [O-]CC.[Na+] (sodium ethoxide), Cl (hydrogen chloride). Procedure details: To a solution of (3S)-3-acetyl-1-(4-ethoxycarbonyl-1,3-thiazol-2-yl)pyrrolidine (5.0 g, 17.6 mmol) (obtained as described in Reference Example 20(2)) in ethanol (150 ml) was added sodium ethoxide (60 mg, 0.879 mmol) at room temperature, and the mixture was stirred overnight under the same conditions. After checking the completion of the reaction, a solution of 4N hydrogen chloride in 1,4-dioxane (0.22 ml) was added thereto to neutralize the reaction mixture. The reaction mixture was partitioned ... Solvent: C(C)O (ethanol), O1CCOCC1 (1,4-dioxane). Reactants: O=C(O)c1ccc(Br)o1, CO. Yields the product COC(=O)c1ccc(Br)o1. As a reaction SMILES: [Br:1][c:2]1[cH:3][cH:4][c:5]([C:7](=[O:8])[OH:9])[o:6]1.[CH3:10][OH:11]>>[Br:1][c:2]1[cH:3][cH:4][c:5]([C:7]([O:8][CH3:10])=[O:9])[o:6]1. The reactants are palladium-on-aluminium oxide, C(\C=C/C(=O)OC)(=O)OC (dimethyl maleate), CC1CC2C(OC(C2=CC1)=O)=O (5-methyl-tetrahydroisobenzofuran-1,3-dione), C(\C=C/C(=O)OC)(=O)OC (dimethyl maleate), C(\C=C\C(=O)OC)(=O)OC (dimethyl fumarate). Reagents/catalysts: catalyst. The product is CC=1C=C2C(OC(C2=CC1)=O)=O (5-Methylisobenzofuran-1,3-dione), C(CCC(=O)OC)(=O)OC (dimethyl succinate). RXN SMILES: [CH3:1][CH:2]1[CH2:10][CH:9]=[C:8]2[CH:4]([C:5](=[O:12])[O:6][C:7]2=[O:11])[CH2:3]1.[C:13]([O:21][CH3:22])(=[O:20])/[CH:14]=[CH:15]\[C:16]([O:18][CH3:19])=[O:17].C(OC)(=O)/C=C/C(OC)=O>>[CH3:1][C:2]1[CH:3]=[C:4]2[C:8](=[CH:9][CH:10]=1)[C:7](=[O:11])[O:6][C:5]2=[O:12].[C:13]([O:21][CH3:22])(=[O:20])[CH2:14][CH2:15][C:16]([O:18][CH3:19])=[O:17]. Reported procedure: 10 ml/hour of a solution of 1 mol of 5-methyl-tetrahydroisobenzofuran-1,3-dione and 2 mol of dimethyl maleate were pumped at 200° C. into the top of a trickle-phase reactor filled with 100 ml of catalyst in tablet form (5% by weight palladium-on-aluminium oxide). The conversion of the dimethyl maleate after passage through the reactor was 100%. No dimethyl fumarate could be detected in the product mixture leaving the reactor. 5-Methylisobenzofuran-1,3-dione and dimethyl succinate had been formed... Reactants: Cc1ccccc1, COC(=O)c1cc(C#N)cc(NS(C)(=O)=O)c1, Cl. Product: CC(=O)c1cc(C#N)cc(NS(C)(=O)=O)c1. As a reaction SMILES: [CH3:19][c:20]1[cH:21][cH:22][cH:23][cH:24][cH:25]1.[CH3:1][O:2][C:3]([c:4]1[cH:5][c:6]([C:15]#[N:16])[cH:7][c:8]([NH:10][S:11](=[O:12])(=[O:13])[CH3:14])[cH:9]1)=[O:17].[ClH:18]>>[C:3]([c:4]1[cH:5][c:6]([C:15]#[N:16])[cH:7][c:8]([NH:10][S:11](=[O:12])(=[O:13])[CH3:14])[cH:9]1)(=[O:17])[CH3:19]. Starting materials: C1=CN(C=N1)C(=O)N2C=CN=C2 (CDI), ClC1=CC=C(S1)C(=O)N[C@@H]1[C@H](CN(C1)CC(NC1=C(C=C(C=C1)N1C(C=CC=C1)=O)F)=O)C(=O)[O-].[Li+] (lithium (3S,4R)-4-[(5-chloro-thiophene-2-carbonyl)-amino]-1-{[2-fluoro-4-(2-oxo-2H-pyridin-1-yl)-phenylcarbamoyl]-methyl}-pyrrolidine-3-carboxylate), CNCCO (2-(methylamino)-ethanol). Solvent: C1CCOC1.CN(C)C=O (THF DMF). Reaction conditions: temperature 25 celsius, time 1 hour. Yields the product OCCN(C(=O)[C@H]1CN(C[C@@H]1NC(=O)C=1SC(=CC1)Cl)CC(NC1=C(C=C(C=C1)N1C(C=CC=C1)=O)F)=O)C ((3S,4R)-4-[(5-chloro-thiophene-2-carbonyl)-amino]-1-{[2-fluoro-4-(2-oxo-2H-pyridin-1-yl)-phenylcarbamoyl]-methyl}-pyrrolidine-3-carboxylic acid (2-hydroxy-ethyl)-methyl-amide). Yield: 33.4%. Reaction SMILES: [Cl:1][C:2]1[S:6][C:5]([C:7]([NH:9][C@H:10]2[CH2:14][N:13]([CH2:15][C:16](=[O:32])[NH:17][C:18]3[CH:23]=[CH:22][C:21]([N:24]4[CH:29]=[CH:28][CH:27]=[CH:26][C:25]4=[O:30])=[CH:20][C:19]=3[F:31])[CH2:12][C@@H:11]2[C:33]([O-:35])=O)=[O:8])=[CH:4][CH:3]=1.[Li+].C1N=CN(C(N2C=NC=C2)=O)C=1.[CH3:49][NH:50][CH2:51][CH2:52][OH:53]>C1COCC1.CN(C=O)C>[OH:53][CH2:52][CH2:51][N:50]([CH3:49])[C:33]([C@@H:11]1[C@@H:10]([NH:9][C:7]([C:5]2[S:6][C:2]([Cl:1])=[CH:3][CH:4]=2)=[O:8])[CH2:14][N:13]([CH2:15][C:16](=[O:32])[NH:17][C:18]2[CH:23]=[CH:22][C:21]([N:24]3[CH:29]=[CH:28][CH:27]=[CH:26][C:25]3=[O:30])=[CH:20][C:19]=2[F:31])[CH2:12]1)=[O:35] |f:0.1,4.5|. Reported procedure: Lithium (3S,4R)-4-[(5-chloro-thiophene-2-carbonyl)-amino]-1-{[2-fluoro-4-(2-oxo-2H-pyridin-1-yl)-phenylcarbamoyl]-methyl}-pyrrolidine-3-carboxylate (example 41; 0.09 g) is dissolved in THF/DMF (1:1; 3 ml) and CDI (0.083 g) is added. The mixture is stirred for 1 h at 25° C., after that 2-(methylamino)-ethanol (0.03 ml) is added. The reaction mixture is stirred for 18 h at 25° C. and evaporated to dryness followed by flash chromatography over silica gel using DCM/MeOH/NH3 as eluent to yield 0.033 ...